This data is from the Open Reaction Database (ORD), a public repository of structured organic reaction records. The task is: describe an organic reaction: reactants, conditions, products, and yield The reactants are CCOC(=O)c1ncc2c(c1O)c(Br)c(Br)n2-c1ccc(F)cc1, CC#N, O=C1CCC(=O)N1Br. The product is CCOC(=O)c1nc(Br)c2c(c1O)c(Br)c(Br)n2-c1ccc(F)cc1. As a reaction SMILES: [CH2:1]([CH3:2])[O:3][C:4](=[O:5])[c:6]1[c:7]([OH:24])[c:8]2[c:9]([cH:10][n:11]1)[n:12](-[c:17]1[cH:18][cH:19][c:20]([F:23])[cH:21][cH:22]1)[c:13]([Br:16])[c:14]2[Br:15].[CH3:33][C:34]#[N:35].[O:25]=[C:26]1[N:27]([Br:32])[C:28](=[O:29])[CH2:30][CH2:31]1>>[CH2:1]([CH3:2])[O:3][C:4](=[O:5])[c:6]1[c:7]([OH:24])[c:8]2[c:9]([c:10]([Br:32])[n:11]1)[n:12](-[c:17]1[cH:18][cH:19][c:20]([F:23])[cH:21][cH:22]1)[c:13]([Br:16])[c:14]2[Br:15]. Reactants: C(C1=CC=CC=C1)N1C(N([C@H]([C@H]1O)C(NC(C)C=1SC=CC1)=O)CC1=CC=CC=C1)=O (cis-1,3-dibenzyl-4-{N-[1-(2-thienyl)ethyl]-carbamoyl}-5-hydroxy-tetrahyroimidazol-2-one), S(O)(O)(=O)=O (sulfuric acid), O1CCOCC1 (dioxane). Run at time 1 hour. The product is C(C1=CC=CC=C1)N1C(N([C@H]2[C@@H]1COC2=O)CC2=CC=CC=C2)=O (cis-1,3-dibenzyl-hexahyrofuro[3,4-d]imidazole-2,4-dione). The yield is 95.0%. Reaction SMILES: [CH2:1]([N:8]1[C@H:12](O)[C@H:11]([C:14](=[O:23])NC(C2SC=CC=2)C)[N:10]([CH2:24][C:25]2[CH:30]=[CH:29][CH:28]=[CH:27][CH:26]=2)[C:9]1=[O:31])[C:2]1[CH:7]=[CH:6][CH:5]=[CH:4][CH:3]=1.S(=O)(=O)(O)O.[O:37]1CCOC[CH2:38]1>>[CH2:1]([N:8]1[C@H:12]2[CH2:38][O:37][C:14](=[O:23])[C@H:11]2[N:10]([CH2:24][C:25]2[CH:30]=[CH:29][CH:28]=[CH:27][CH:26]=2)[C:9]1=[O:31])[C:2]1[CH:3]=[CH:4][CH:5]=[CH:6][CH:7]=1. Procedure: A mixture of the amide-alcohol (2.0 g) prepared in Example 15, dioxane (50 ml) and 20 % sulfuric acid (30.0 g) is refluxed with stirring at 88° to 89° C for 1 hour. The reaction mixture is concentrated to one third of the original volume, diluted with water (50 ml) and cooled in an ice bath. The precipitate is collected by filtration to yield cis-1,3-dibenzyl-hexahyrofuro[3,4-d]imidazole-2,4-dione (1.36 g, 95 %). M.P. 100° to 103° C. [α]D20 + 16.4° (C = 2 in CHCl3). The infrared spectrum of the ... The reactants are NCC1CN(Cc2ccc(Cl)c(Cl)c2)CCO1, O=C=Nc1cccc(C(F)(F)F)c1. Product: O=C(NCC1CN(Cc2ccc(Cl)c(Cl)c2)CCO1)Nc1cccc(C(F)(F)F)c1. As a reaction SMILES: [Cl:1][c:2]1[cH:3][c:4]([CH2:5][N:6]2[CH2:7][CH:8]([CH2:12][NH2:13])[O:9][CH2:10][CH2:11]2)[cH:14][cH:15][c:16]1[Cl:17].[N:18](=[C:19]=[O:20])[c:21]1[cH:22][c:23]([C:27]([F:28])([F:29])[F:30])[cH:24][cH:25][cH:26]1>>[Cl:1][c:2]1[cH:3][c:4]([CH2:5][N:6]2[CH2:7][CH:8]([CH2:12][NH:13][C:19]([NH:18][c:21]3[cH:22][c:23]([C:27]([F:28])([F:29])[F:30])[cH:24][cH:25][cH:26]3)=[O:20])[O:9][CH2:10][CH2:11]2)[cH:14][cH:15][c:16]1[Cl:17]. Reactants: OC1=CC=C(CN2C(C3(C4=CC=CC=C24)COC2=CC4=C(OCCO4)C=C23)=O)C=C1 (1′-(4-hydroxybenzyl)-2,3-dihydrospiro[furo[2,3-g][1,4]benzodioxine-8,3′-indol]-2′(1H)-one), ICC(=O)N (2-iodoacetamide), OC=1C=C(CN2C(C3(C4=CC=CC=C24)C2=C(OC3)C=C3OCCC3=C2)=O)C=CC1 (1′-(3-hydroxybenzyl)-5,6-dihydrospiro[benzo[1,2-b:5,4-b′]difuran-3,3′-indol]-2′(1′H)-one), Cl.CN(CCCl)C (2-(dimethylamino)ethyl chloride hydrochloride). Yields the product CN(CCOC1=CC=C(CN2C(C3(C4=CC=CC=C24)COC2=CC4=C(OCCO4)C=C23)=O)C=C1)C (1′-{4-[2-(dimethylamino)ethoxy]benzyl}-2,3-dihydrospiro[furo[2,3-g][1,4]benzodioxine-8,3′-indol]-2′(1H)-one). As a reaction SMILES: [OH:1][C:2]1[CH:30]=[CH:29][C:5]([CH2:6][N:7]2[C:15]3[C:10](=[CH:11][CH:12]=[CH:13][CH:14]=3)[C:9]3([C:27]4[C:18](=[CH:19][C:20]5[O:25][CH2:24][CH2:23][O:22][C:21]=5[CH:26]=4)[O:17][CH2:16]3)[C:8]2=[O:28])=[CH:4][CH:3]=1.OC1C=[C:34](C=CC=1)[CH2:35][N:36]1[C:44]2C(=CC=CC=2)C2(COC3C=C4C(=CC2=3)CCO4)[C:37]1=O.Cl.CN(C)CCCl.ICC(N)=O>>[CH3:37][N:36]([CH3:44])[CH2:35][CH2:34][O:1][C:2]1[CH:3]=[CH:4][C:5]([CH2:6][N:7]2[C:15]3[C:10](=[CH:11][CH:12]=[CH:13][CH:14]=3)[C:9]3([C:27]4[C:18](=[CH:19][C:20]5[O:25][CH2:24][CH2:23][O:22][C:21]=5[CH:26]=4)[O:17][CH2:16]3)[C:8]2=[O:28])=[CH:29][CH:30]=1 |f:2.3|. Procedure details: Following the procedure as described in EXAMPLE 13 and making non-critical variations using 1′-(4-hydroxybenzyl)-2,3-dihydrospiro[furo[2,3-g][1,4]benzodioxine-8,3′-indol]-2′(1H)-one to replace 1′-(3-hydroxybenzyl)-5,6-dihydrospiro[benzo[1,2-b:5,4-b′]difuran-3,3′-indol]-2′(1′H)-one, and 2-(dimethylamino)ethyl chloride hydrochloride to replace 2-iodoacetamide, 1′-{4-[2-(dimethylamino)ethoxy]benzyl}-2,3-dihydrospiro[furo[2,3-g][1,4]benzodioxine-8,3′-indol]-2′(1H)-one was obtained (26%) as a colorle... Starting materials: OCCBr, O=C([O-])[O-], CN(C)C=O, [K+], [K+], COc1ccc(COC(=O)c2ccc(O)cc2)cc1. Reaction SMILES: [Br:26][CH2:27][CH2:28][OH:29].[C:20](=[O:21])([O-:22])[O-:23].[CH3:30][N:31]([CH3:32])[CH:33]=[O:34].[K+:24].[K+:25].[OH:1][c:2]1[cH:3][cH:4][c:5]([C:6](=[O:7])[O:8][CH2:9][c:10]2[cH:11][cH:12][c:13]([O:16][CH3:17])[cH:14][cH:15]2)[cH:18][cH:19]1>>[O:1]([c:2]1[cH:3][cH:4][c:5]([C:6](=[O:7])[O:8][CH2:9][c:10]2[cH:11][cH:12][c:13]([O:16][CH3:17])[cH:14][cH:15]2)[cH:18][cH:19]1)[CH2:27][CH2:28][OH:29]. Yields the product COc1ccc(COC(=O)c2ccc(OCCO)cc2)cc1. The reactants are FC(C(C)(C)O[Cu])(F)F (2-trifluoromethylpropan-2-oxy-copper), CP(C)C (trimethylphosphane). The solvent is C1=CC=CC=C1 (benzene). Product: FC(C(C)(C)O[Cu])(F)F.CP(C)C (2-trifluoromethylpropan-2-oxy-copper trimethylphosphane). As a reaction SMILES: [F:1][C:2]([F:9])([F:8])[C:3]([O:6][Cu:7])([CH3:5])[CH3:4].[CH3:10][P:11]([CH3:13])[CH3:12]>C1C=CC=CC=1>[F:1][C:2]([F:9])([F:8])[C:3]([O:6][Cu:7])([CH3:5])[CH3:4].[CH3:10][P:11]([CH3:13])[CH3:12] |f:3.4|. Procedure: 4.8 g of the 2-trifluoromethylpropan-2-oxy-copper prepared according to Example 2 was suspended in benzene, and an equimolar quantity of trimethylphosphane was added thereto. Once the solid had dissolved, the solvent was evaporated. The compound 2-trifluoromethylpropan-2-oxy-copper-trimethylphosphane, a solid, was isolated in an approximately quantitative yield. Starting materials: Cl.BrC1=C(C=CC=C1)NN (2-bromophenylhydrazine hydrochloride), [OH-].[Na+] (sodium hydroxide). Run in C1(=CC=CC=C1)C (toluene). Conditions: time 1 hour. Product: BrC1=C(C=CC=C1)NN (2-bromophenylhydrazine). RXN SMILES: Cl.[Br:2][C:3]1[CH:8]=[CH:7][CH:6]=[CH:5][C:4]=1[NH:9][NH2:10].[OH-].[Na+]>C1(C)C=CC=CC=1>[Br:2][C:3]1[CH:8]=[CH:7][CH:6]=[CH:5][C:4]=1[NH:9][NH2:10] |f:0.1,2.3|. Procedure details: 15 g 2-bromophenylhydrazine hydrochloride are suspended in 400 ml of toluene and combined with 240 ml of 1 N sodium hydroxide solution. The mixture is stirred for 1 hour and the phases are separated. The organic phase is dried on magnesium sulphate and the solvents are eliminated in vacuo. The crude product thus obtained is further reacted directly. Reactants: COC(=O)c1nn(-c2cccc(Br)c2F)cc(OC)c1=O, CO, Cl, [Na+], [OH-]. Product: COc1cn(-c2cccc(Br)c2F)nc(C(=O)O)c1=O. Reaction SMILES: [Br:1][c:2]1[c:3]([F:21])[c:4](-[n:8]2[n:9][c:10]([C:17](=[O:18])[O:19][CH3:20])[c:11](=[O:16])[c:12]([O:14][CH3:15])[cH:13]2)[cH:5][cH:6][cH:7]1.[CH3:25][OH:26].[ClH:24].[Na+:23].[OH-:22]>>[Br:1][c:2]1[c:3]([F:21])[c:4](-[n:8]2[n:9][c:10]([C:17](=[O:18])[OH:19])[c:11](=[O:16])[c:12]([O:14][CH3:15])[cH:13]2)[cH:5][cH:6][cH:7]1.